Dataset: the Open Reaction Database (ORD), a public repository of structured organic reaction records. Task: describe an organic reaction: reactants, conditions, products, and yield The reactants are C(C1=CC=CC=C1)Br (benzyl bromide), C(CCC)OC1CCC(N1)=O (5-n-butyloxy-pyrrolidin-2-one), [OH-].[K+] (potassium hydroxide), n-tetrabutylammonium bromide. Run in O1CCCC1 (tetrahydrofuran). Conditions: time 1 hour. The product is C(C1=CC=CC=C1)N1C(CCC1OCCCC)=O (1-benzyl-2-oxo-5-n-butyloxy pyrrolidine). The yield is 55.6%. RXN SMILES: [CH2:1]([O:5][CH:6]1[NH:10][C:9](=[O:11])[CH2:8][CH2:7]1)[CH2:2][CH2:3][CH3:4].[OH-].[K+].[CH2:14](Br)[C:15]1[CH:20]=[CH:19][CH:18]=[CH:17][CH:16]=1>O1CCCC1>[CH2:14]([N:10]1[CH:6]([O:5][CH2:1][CH2:2][CH2:3][CH3:4])[CH2:7][CH2:8][C:9]1=[O:11])[C:15]1[CH:20]=[CH:19][CH:18]=[CH:17][CH:16]=1 |f:1.2|. Procedure details: To a suspension of 4 g of 5-n-butyloxy-pyrrolidin-2-one, 1.79 g of potassium hydroxide hydrated to 85%, and 0.4 g of n-tetrabutylammonium bromide in 80 cm' of tetrahydrofuran, there is added a solution of 4.35 g of benzyl bromide, without exceeding 30° C. After agitating for 1 hour at ambient temperature, the insoluble matter is filtered off and the solvent is evaporated. The residue (4.7 g) is distilled at 230° C. under 0.05 mbar, then the distillate is chromatographed on silica (eluent: ethyl ... The reactants are SC(CO)CS (2,3-dimercapto-1-propanol), CC(=O)C (acetone). The reagents and catalysts are Cl (hydrochloric acid). The solvent is C1CCCCC1 (cyclohexane). Yields the product CC1(SCC(S1)CO)C (2,2-Dimethyl-4-hydroxymethyl-1,3-dithiolan). Yield: 29.4%. Reaction SMILES: [SH:1][CH:2]([CH2:5][SH:6])[CH2:3][OH:4].[CH3:7][C:8]([CH3:10])=O>Cl.C1CCCCC1>[CH3:7][C:8]1([CH3:10])[S:1][CH:2]([CH2:3][OH:4])[CH2:5][S:6]1. Procedure: To a mixture of 10.18 g (0.082 mole) of 2,3-dimercapto-1-propanol, 20 mL of cyclohexane, and 5.0 g (0.086 mole) of acetone was added 4 drops of concentrated hydrochloric acid, and the mixture was stirred at reflux temperature for 3.5 hours to give, after fractional distillation of the reaction mixture, 5.85 g of a colorless oil, bp 96°-106° C./1.2-1.5 mm Hg, which solidified on standing. Recrystallization from toluene-hexane gave 3.96 g of product, mp 45°-50° C. Starting materials: NC1=C(C=C(C(=C1)Cl)[N+](=O)[O-])O (2-amino-4-chloro-5-nitrophenol), C(C)(C)(CC)C1=C(OC(C(=O)Cl)CC)C=CC(=C1)C(C)(C)CC (2-(2,4-di-t-amylphenoxy)butanoyl chloride), resulting crystals, reduced iron, [Cl-].[NH4+] (ammonium chloride), O (water). The solvent is C(C)#N (acetonitrile), C(C)(C)O (isopropanol). Yields the product ClC1=CC(=C(C=2C1=NC(CC(N2)=O)=O)O)NC(C(CC)OC2=C(C=C(C=C2)C(C)(C)CC)C(C)(C)CC)=O (9-Chloro-7-[2-(2,4-di-t-amylphenoxy)butanoylamino]-6-hydroxy-1,5-benzodiazepin-2,4-dione). RXN SMILES: [NH2:1][C:2]1[CH:7]=[C:6]([Cl:8])[C:5]([N+:9]([O-])=O)=[CH:4][C:3]=1[OH:12].[C:13]([C:18]1[CH:30]=[C:29]([C:31]([CH2:34][CH3:35])([CH3:33])[CH3:32])[CH:28]=[CH:27][C:19]=1[O:20][CH:21]([CH2:25][CH3:26])[C:22](Cl)=[O:23])([CH2:16][CH3:17])([CH3:15])[CH3:14].[Cl-].[NH4+:37].[OH2:38]>C(#N)C.C(O)(C)C>[Cl:8][C:6]1[C:5]2=[N:9][C:3](=[O:12])[CH2:2][C:7](=[O:38])[N:37]=[C:4]2[C:3]([OH:12])=[C:2]([NH:1][C:22](=[O:23])[CH:21]([O:20][C:19]2[CH:27]=[CH:28][C:29]([C:31]([CH2:34][CH3:35])([CH3:33])[CH3:32])=[CH:30][C:18]=2[C:13]([CH2:16][CH3:17])([CH3:15])[CH3:14])[CH2:25][CH3:26])[CH:7]=1 |f:2.3|. Procedure: 20 g of 2-amino-4-chloro-5-nitrophenol was dispersed in 150 ml of acetonitrile, and 37.7 g of 2-(2,4-di-t-amylphenoxy)butanoyl chloride was added thereto dropwise under refluxing. After stirring while refluxing for 1 hour, the reaction mixture was cooled to room temperature, and the crystals thus formed were collected by filtration, washed with acetonitrile, and dried to obtain crystals weighing 49.5 g. A mixture of 49 g of the resulting crystals, 28 g of reduced iron, 2.7 g of ammonium chloride... The reactants are ClCCl (dichloromethane), BrC=1C=C(C(=O)OC)C=C(C1)C1=NC=C(C=C1)C (methyl 3-bromo-5-(5-methylpyridin-2-yl)benzoate), C(CCC)[Sn](C#C)(CCCC)CCCC (tributyl(ethynyl)tin), [F-].[Cs+] (cesium fluoride). Reagents/catalysts: [Pd].C(C)(C)(C)P(C(C)(C)C)C(C)(C)C.C(C)(C)(C)P(C(C)(C)C)C(C)(C)C (bis(tri-t-butylphosphine) palladium). Solvent: O1CCOCC1 (dioxane). Run at temperature 70 celsius, time 2 hour. Yields the product C(#C)C=1C=C(C(=O)OC)C=C(C1)C1=NC=C(C=C1)C (Methyl 3-ethynyl-5-(5-methylpyridin-2-yl)benzoate). Isolated yield 88.4%. RXN SMILES: Br[C:2]1[CH:3]=[C:4]([CH:9]=[C:10]([C:12]2[CH:17]=[CH:16][C:15]([CH3:18])=[CH:14][N:13]=2)[CH:11]=1)[C:5]([O:7][CH3:8])=[O:6].[CH2:19]([Sn](CCCC)(CCCC)C#C)[CH2:20]CC.[F-].[Cs+].ClCCl>O1CCOCC1.[Pd].C(P(C(C)(C)C)C(C)(C)C)(C)(C)C.C(P(C(C)(C)C)C(C)(C)C)(C)(C)C>[C:19]([C:2]1[CH:3]=[C:4]([CH:9]=[C:10]([C:12]2[CH:17]=[CH:16][C:15]([CH3:18])=[CH:14][N:13]=2)[CH:11]=1)[C:5]([O:7][CH3:8])=[O:6])#[CH:20] |f:2.3,6.7.8|. Procedure details: To a degassed solution of methyl 3-bromo-5-(5-methylpyridin-2-yl)benzoate (200 mg, 0.653 mmol) in dioxane (3 mL) was added tributyl(ethynyl)tin (247 mg, 0.784 mmol), cesium fluoride (198 mg, 1.31 mmol) and bis(tri-t-butylphosphine) palladium (16.7 mg, 0.033 mmol) and the mixture heated to 70° C. After 2 h, the reaction was cooled to ambient temperature and dichloromethane (50 mL was added). The organic layer was washed with 30 mL of saturated aqueous sodium bicarbonate (2×), dried over sodium su... Starting materials: CC(C)(C)OC(=O)N1Cc2ccc(C(=O)N3CCOCC3)cc2C1, ClCCl, O=C(O)C(F)(F)F. Yields the product O=C(O)C(F)(F)F, O=C(c1ccc2c(c1)CNC2)N1CCOCC1. Reaction SMILES: [C:1]([O:2][C:3](=[O:4])[N:8]1[CH2:9][c:10]2[cH:11][cH:12][c:13]([C:17](=[O:18])[N:19]3[CH2:20][CH2:21][O:22][CH2:23][CH2:24]3)[cH:14][c:15]2[CH2:16]1)([CH3:5])([CH3:6])[CH3:7].[Cl:32][CH2:33][Cl:34].[F:25][C:26]([C:27](=[O:28])[OH:29])([F:30])[F:31]>>[F:25][C:26]([C:27](=[O:28])[OH:29])([F:30])[F:31].[NH:8]1[CH2:9][c:10]2[cH:11][cH:12][c:13]([C:17](=[O:18])[N:19]3[CH2:20][CH2:21][O:22][CH2:23][CH2:24]3)[cH:14][c:15]2[CH2:16]1. Reactants: CC(=O)OC(C)=O, Cc1cc(-c2sc(N)nc2C)nc(N(C)CCN(C)C)n1. The product is CC(=O)Nc1nc(C)c(-c2cc(C)nc(N(C)CCN(C)C)n2)s1. Reaction SMILES: [CH3:22][C:23](=[O:24])[O:25][C:26](=[O:27])[CH3:28].[NH2:1][c:2]1[s:3][c:4](-[c:8]2[n:9][c:10]([N:15]([CH2:16][CH2:17][N:18]([CH3:19])[CH3:20])[CH3:21])[n:11][c:12]([CH3:14])[cH:13]2)[c:5]([CH3:7])[n:6]1>>[NH:1]([c:2]1[s:3][c:4](-[c:8]2[n:9][c:10]([N:15]([CH2:16][CH2:17][N:18]([CH3:19])[CH3:20])[CH3:21])[n:11][c:12]([CH3:14])[cH:13]2)[c:5]([CH3:7])[n:6]1)[C:23]([CH3:22])=[O:24]. Reactants: azodicarboxylic dipiperidide, C(CCC)P(CCCC)CCCC (tributylphosphine), OC1=CC=C(C=C1)CC(=O)OC (methyl 4-hydroxyphenylacetate), BrC1=CC=C(C=C1)C(=CCO)C1=CC=C(C=C1)Br (3,3-bis-(4-bromophenyl)prop-2-en-1-ol). Solvent: C1CCOC1 (THF). Run at time 1 hour. Product: COC(CC1=CC=C(C=C1)OCC=C(C1=CC=C(C=C1)Br)C1=CC=C(C=C1)Br)=O ({4-[3,3-Bis-(4-bromo-phenyl)-allyloxy]-phenyl}-acetic acid methyl ester). The yield is 62.0%. RXN SMILES: C(P(CCCC)CCCC)CCC.[OH:14][C:15]1[CH:20]=[CH:19][C:18]([CH2:21][C:22]([O:24][CH3:25])=[O:23])=[CH:17][CH:16]=1.[Br:26][C:27]1[CH:32]=[CH:31][C:30]([C:33]([C:37]2[CH:42]=[CH:41][C:40]([Br:43])=[CH:39][CH:38]=2)=[CH:34][CH2:35]O)=[CH:29][CH:28]=1>C1COCC1>[CH3:25][O:24][C:22](=[O:23])[CH2:21][C:18]1[CH:17]=[CH:16][C:15]([O:14][CH2:35][CH:34]=[C:33]([C:30]2[CH:29]=[CH:28][C:27]([Br:26])=[CH:32][CH:31]=2)[C:37]2[CH:38]=[CH:39][C:40]([Br:43])=[CH:41][CH:42]=2)=[CH:20][CH:19]=1. Reported procedure: Under a atmosphere of nitrogen, azodicarboxylic dipiperidide (504 mg, 2.0 mmol) was added at 0-5° C. to a stirred solution of tributylphosphine (404 mg, 2.0 mmol), methyl 4-hydroxyphenylacetate (250 mg, 1.5 mmol) and 3,3-bis-(4-bromophenyl)prop-2-en-1-ol (552 mg, 1.5 mmol) in dry THF (10 ml), the mixture stirred for 1 h, filtered and concentrated in vacuo. The crude product was then purified by column chromatography on silica (toluene eluent). The purified product was suspended in petroleum ethe...